Dataset: the Open Reaction Database (ORD), a public repository of structured organic reaction records. Task: describe an organic reaction: reactants, conditions, products, and yield The reactants are N1(CCCCCCCC1)C1CCCCCCCC1 (azabicyclononane), C(C)(=O)OS(=O)(=O)O (acetoxysulfonic acid), O=P(Cl)(Cl)Cl (POCl3), C(C)(=O)OC(C)=O (acetic anhydride), OC1=C2C=CC(=CC2=CC=C1)S(=O)(=O)O (5-hydroxy-2-naphthalenesulfonic acid). Run in C(Cl)(Cl)Cl (CHCl3), N1=CC=CC=C1 (pyridine). The product is C(C)(=O)OC1=C2C=CC(=CC2=CC=C1)S(=O)(=O)N1CC2CCC(C1)CC2 (3-(5-Acetoxy-2-naphthylsulfonyl)-3-azabicyclo[3.2.2]nonane), C(C)(=O)OC1=C2C=CC(=CC2=CC=C1)S(=O)(=O)Cl (5-acetoxy-2-naphthalenesulfonyl chloride), green oil. RXN SMILES: [OH:1][C:2]1[CH:11]=[CH:10][CH:9]=[C:8]2[C:3]=1[CH:4]=[CH:5][C:6]([S:12]([OH:15])(=[O:14])=[O:13])=[CH:7]2.C(O[C:20](=[O:22])[CH3:21])(=O)C.[C:23]([O:26]S(O)(=O)=O)(=[O:25])[CH3:24].O=P(Cl)(Cl)[Cl:33].[N:36]1([CH:45]2[CH2:53][CH2:52][CH2:51][CH2:50][CH2:49][CH2:48]CC2)[CH2:44]CCCCCCC1>C(Cl)(Cl)Cl.N1C=CC=CC=1>[C:20]([O:1][C:2]1[CH:11]=[CH:10][CH:9]=[C:8]2[C:3]=1[CH:4]=[CH:5][C:6]([S:12]([N:36]1[CH2:44][CH:50]3[CH2:51][CH2:52][CH:53]([CH2:48][CH2:49]3)[CH2:45]1)(=[O:14])=[O:15])=[CH:7]2)(=[O:22])[CH3:21].[C:23]([O:26][C:2]1[CH:11]=[CH:10][CH:9]=[C:8]2[C:3]=1[CH:4]=[CH:5][C:6]([S:12]([Cl:33])(=[O:15])=[O:13])=[CH:7]2)(=[O:25])[CH3:24]. Procedure details: The title compound was prepared using a procedure similar to the procedure used to prepare Example 5. The 5-acetoxy-2-naphthalenesulfonyl chloride was prepared by acylating 0.30 g (1.25 mmol) of 5-hydroxy-2-naphthalenesulfonic acid with acetic anhydride and pyridine. The acetoxysulfonic acid was then treated with POCl3 yielding an orange oil, 0.26 g. The oil was reacted with 0.12 g (0.96 mmol) of the azabicyclononane in CHCl3 solution. The usual work-up gave 270 mg of a green oil. Purification b... Starting materials: C1OC23[C@]4(C)[C@@H](CC2(OCCO3)OC1)[C@@H]1[C@@H](CC3CCCC[C@]3(C)[C@H]1CC4)CN (17,17-bis(ethylendioxy)-7α-aminomethylandrostane), C1OC23[C@]4(C)[C@@H](CC2(OCCO3)OC1)[C@@H]1C[C@@H](C3CCCC[C@]3(C)[C@H]1CC4)NC=O (17,17-bis(ethylendioxy)-6α-formamidoandrostane). Yields the product C1OC23[C@]4(C)[C@@H](CC2(OCCO3)OC1)[C@@H]1[C@@H](CC3CCCC[C@]3(C)[C@H]1CC4)NC=O (17,17-Bis(ethylendioxy)-7α-formamidoandrostane). Yield: 92.0%. RXN SMILES: [CH2:1]1[CH2:14][O:13][C:8]23[O:9][CH2:10][CH2:11][O:12][C:3]2([C@:4]2([CH2:27][CH2:26][C@H:25]4[C@@H:15]([C@H:16](CN)[CH2:17][CH:18]5[C@:23]4([CH3:24])[CH2:22][CH2:21][CH2:20][CH2:19]5)[C@@H:6]2[CH2:7]3)[CH3:5])[O:2]1.C1COC23OCCOC2([C@]2(CC[C@H]4[C@@H](C[C@H]([NH:57][CH:58]=[O:59])C5[C@]4(C)CCCC5)[C@@H]2C3)C)O1>>[CH2:1]1[CH2:14][O:13][C:8]23[O:9][CH2:10][CH2:11][O:12][C:3]2([C@:4]2([CH2:27][CH2:26][C@H:25]4[C@@H:15]([C@H:16]([NH:57][CH:58]=[O:59])[CH2:17][CH:18]5[C@:23]4([CH3:24])[CH2:22][CH2:21][CH2:20][CH2:19]5)[C@@H:6]2[CH2:7]3)[CH3:5])[O:2]1. Procedure: 17,17-Bis(ethylendioxy)-7α-formamidoandrostane was prepared in 92% yield from 3,3:17,17-bis(ethylendioxy)-7α-aminomethylandrostane by the procedure described above for the preparation of 3,3:17,17-bis(ethylendioxy)-6α-formamidoandrostane (Prepn. 20). 1H-NMR (300 MHz, DMSO-d6, ppm from TMS): δ 8.10 (1H, m), 7.98 (1H, m), 4.05 (1H, m), 3.89-3.20 (8H, m), 1.93-0.50 (20H, m), 0.80 (3H, s), 0.78 (3H, s)